From a dataset of the Open Reaction Database (ORD), a public repository of structured organic reaction records. describe an organic reaction: reactants, conditions, products, and yield Reactants: C(Cl)Cl (CH2Cl2), C(C)(C)(C)OC(=O)N1CC(C1)OC=1C=C2N3C(C(NN=C3COC2=CC1Br)=O)C (3-(7-bromo-4-methyl-3-oxo-2,3,4,10-tetrahydro-9-oxa-1,2,4a-triaza-phenanthren-6-yloxy)-azetidine-1-carboxylic acid tert-butyl ester), C(=C)(C)B(O)O (isopropenyl boronic acid), C(=O)([O-])[O-].[K+].[K+] (K2CO3). Reagents/catalysts: C1=CC=C(C=C1)P([C-]2C=CC=C2)C3=CC=CC=C3.C1=CC=C(C=C1)P([C-]2C=CC=C2)C3=CC=CC=C3.Cl[Pd]Cl.[Fe+2] (Pd(dppf)Cl2). Run in O1CCOCC1 (dioxane), O (H2O). Product: C(C)(C)(C)OC(=O)N1CC(C1)OC=1C=C2N3C(C(NN=C3COC2=CC1C(=C)C)=O)C (3-(7-isopropenyl-4-methyl-3-oxo-2,3,4,10-tetrahydro-9-oxa-1,2,4a-triaza-phenanthren-6-yloxy)-azetidine-1-carboxylic acid tert-butyl ester). Yield: 328.2%. As a reaction SMILES: [C:1]([O:5][C:6]([N:8]1[CH2:11][CH:10]([O:12][C:13]2[CH:14]=[C:15]3[C:24](=[CH:25][C:26]=2Br)[O:23][CH2:22][C:21]2[N:16]3[CH:17]([CH3:29])[C:18](=[O:28])[NH:19][N:20]=2)[CH2:9]1)=[O:7])([CH3:4])([CH3:3])[CH3:2].[C:30](B(O)O)([CH3:32])=[CH2:31].C([O-])([O-])=O.[K+].[K+].C(Cl)Cl>O1CCOCC1.O.C1C=CC(P(C2C=CC=CC=2)[C-]2C=CC=C2)=CC=1.C1C=CC(P(C2C=CC=CC=2)[C-]2C=CC=C2)=CC=1.Cl[Pd]Cl.[Fe+2]>[C:1]([O:5][C:6]([N:8]1[CH2:11][CH:10]([O:12][C:13]2[CH:14]=[C:15]3[C:24](=[CH:25][C:26]=2[C:30]([CH3:32])=[CH2:31])[O:23][CH2:22][C:21]2[N:16]3[CH:17]([CH3:29])[C:18](=[O:28])[NH:19][N:20]=2)[CH2:9]1)=[O:7])([CH3:4])([CH3:3])[CH3:2] |f:2.3.4,8.9.10.11|. Procedure details: A mixture of 3-(7-bromo-4-methyl-3-oxo-2,3,4,10-tetrahydro-9-oxa-1,2,4a-triaza-phenanthren-6-yloxy)-azetidine-1-carboxylic acid tert-butyl ester (Example #65, Step G, 0.030 g, 0.064 mmol), isopropenyl boronic acid (0.032 g, 0.193 mmol), K2CO3 (0.018 g, 0.13 mmol) and Pd(dppf)Cl2.CH2Cl2 (0.011 g, 0.013 mmol) in dioxane (3 mL) and H2O (0.5 mL) was stirred at 80° C. for 15 h. The mixture was cooled to ambient temperature and the solvent was removed in vacuo. The residue was purified by preparative ... Starting materials: CC(=O)C1=C(C)CC2C=CC1N2C(=O)OC(C)(C)C, CCO, [H][H]. The product is CC(=O)C1=C(C)CC2CCC1N2C(=O)OC(C)(C)C. RXN SMILES: [C:1]([CH3:2])(=[O:3])[C:4]1=[C:10]([CH3:11])[CH2:9][CH:8]2[CH:7]=[CH:6][CH:5]1[N:12]2[C:13](=[O:14])[O:15][C:16]([CH3:17])([CH3:18])[CH3:19].[CH3:22][CH2:23][OH:24].[H:20][H:21]>>[C:1]([CH3:2])(=[O:3])[C:4]1=[C:10]([CH3:11])[CH2:9][CH:8]2[CH2:7][CH2:6][CH:5]1[N:12]2[C:13](=[O:14])[O:15][C:16]([CH3:17])([CH3:18])[CH3:19]. Starting materials: CCOC(=O)CC(C)=O, CCO. Yields the product CCOC(=O)CC(C)O. As a reaction SMILES: [C:1]([CH2:2][C:3](=[O:4])[CH3:5])(=[O:6])[O:7][CH2:8][CH3:9].[CH3:10][CH2:11][OH:12]>>[C:1]([CH2:2][CH:3]([OH:4])[CH3:5])(=[O:6])[O:7][CH2:8][CH3:9]. The product is Cc1cc(-c2ccc(Cl)c(Cl)c2)cc(-c2cccc(-c3ccc(N)nc3)c2)n1. As a reaction SMILES: [Br:1][c:2]1[cH:3][c:4](-[c:8]2[n:9][c:10]([CH3:22])[cH:11][c:12](-[c:14]3[cH:15][c:16]([Cl:21])[c:17]([Cl:20])[cH:18][cH:19]3)[cH:13]2)[cH:5][cH:6][cH:7]1.[NH2:23][c:24]1[n:25][cH:26][c:27]([B:30]2[O:31][C:32]([CH3:33])([CH3:34])[C:35]([CH3:36])([CH3:37])[O:38]2)[cH:28][cH:29]1>>[c:2]1(-[c:27]2[cH:26][n:25][c:24]([NH2:23])[cH:29][cH:28]2)[cH:3][c:4](-[c:8]2[n:9][c:10]([CH3:22])[cH:11][c:12](-[c:14]3[cH:15][c:16]([Cl:21])[c:17]([Cl:20])[cH:18][cH:19]3)[cH:13]2)[cH:5][cH:6][cH:7]1. Reactants: Cc1cc(-c2ccc(Cl)c(Cl)c2)cc(-c2cccc(Br)c2)n1, CC1(C)OB(c2ccc(N)nc2)OC1(C)C. Reactants: C(C)(C)I (isopropyl iodide), CP(=O)(C)C1=CC=C(C=C1)NC1=C2N=CN(C2=NC(=N1)I)C=C (N-(4-(dimethylphosphoryl)phenyl)-2-iodo-9-vinyl-9H-purin-6-amine), [I-].C(C)(C)[Zn+].C1CCOC1 (Isopropylzinc iodide THF). Reagents/catalysts: [Zn].C1CCOC1 (Zinc THF), Cl[Pd]([P](C1=CC=CC=C1)(C2=CC=CC=C2)C3=CC=CC=C3)([P](C4=CC=CC=C4)(C5=CC=CC=C5)C6=CC=CC=C6)Cl (PdCl2(PPh3)2). The solvent is CN(C)C=O (DMF). Run at temperature 60 celsius, time 4.5 hour. Yields the product CP(=O)(C)C1=CC=C(C=C1)NC1=C2N=CN(C2=NC(=N1)C(C)C)C=C (N-(4-(Dimethylphosphoryl)phenyl)-2-isopropyl-9-vinyl-9H-purin-6-amine). Reaction SMILES: [CH:1](I)([CH3:3])[CH3:2].[CH3:5][P:6]([C:9]1[CH:14]=[CH:13][C:12]([NH:15][C:16]2[N:24]=[C:23](I)[N:22]=[C:21]3[C:17]=2[N:18]=[CH:19][N:20]3[CH:26]=[CH2:27])=[CH:11][CH:10]=1)([CH3:8])=[O:7].[I-].C([Zn+])(C)C.C1COCC1>CN(C=O)C.[Zn].C1COCC1.Cl[Pd](Cl)([P](C1C=CC=CC=1)(C1C=CC=CC=1)C1C=CC=CC=1)[P](C1C=CC=CC=1)(C1C=CC=CC=1)C1C=CC=CC=1>[CH3:5][P:6]([C:9]1[CH:14]=[CH:13][C:12]([NH:15][C:16]2[N:24]=[C:23]([CH:1]([CH3:3])[CH3:2])[N:22]=[C:21]3[C:17]=2[N:18]=[CH:19][N:20]3[CH:26]=[CH2:27])=[CH:11][CH:10]=1)([CH3:8])=[O:7] |f:2.3.4,6.7,^1:51,70|. Reported procedure: In a dry Argon atmosphere Reike Zinc/THF suspension (5 g/100 mL) (2.54 mL, 2.0 mmol) was transferred into a round-bottom flask via syringe with a 12 gauge needle. Then isopropyl iodide (0.18 mL, 1.82 mmol) was added and stirring was started right away. The content turned warm and stirring was continued at rt for 4-5 hours. In a 10 mL CEM microwave tube was dissolved N-(4-(dimethylphosphoryl)phenyl)-2-iodo-9-vinyl-9H-purin-6-amine (0.20 g, 0.46 mmol), PdCl2(PPh3)2 (19 mg, 0.027 mmol) in 1 mL dry ...